Task: describe an organic reaction: reactants, conditions, products, and yield. Dataset: the Open Reaction Database (ORD), a public repository of structured organic reaction records The reactants are C1(=CC=CC=C1)C(C1=CC=CC=C1)NC1CCN(CC1)C(=O)OCC (ethyl 4-[(diphenylmethyl)amino]-1-piperidinecarboxylate), [OH-].[Na+] (sodium hydroxide). The solvent is CO (methanol), O (water). Product: C1(=CC=CC=C1)C(NC1CCNCC1)C1=CC=CC=C1 (N-(diphenylmethyl)-4-piperidinamine). Reaction SMILES: [C:1]1([CH:7]([NH:14][CH:15]2[CH2:20][CH2:19][N:18](C(OCC)=O)[CH2:17][CH2:16]2)[C:8]2[CH:13]=[CH:12][CH:11]=[CH:10][CH:9]=2)[CH:6]=[CH:5][CH:4]=[CH:3][CH:2]=1.[OH-].[Na+]>CO.O>[C:8]1([CH:7]([C:1]2[CH:2]=[CH:3][CH:4]=[CH:5][CH:6]=2)[NH:14][CH:15]2[CH2:20][CH2:19][NH:18][CH2:17][CH2:16]2)[CH:9]=[CH:10][CH:11]=[CH:12][CH:13]=1 |f:1.2|. Procedure: A solution of ethyl 4-[(diphenylmethyl)amino]-1-piperidinecarboxylate (42 g) and sodium hydroxide (50 g) in methanol (300 mL) was refluxed for 24 hours. This reaction mixture was diluted with water and extracted with chloroform. The extract was washed with saturated aqueous NaCl, dried over MgSO4, and concentrated under reduced pressure to give N-(diphenylmethyl)-4-piperidinamine. This product was converted to the dihydrochloride using 4N-HCl solution in ethanol and the precipitate was collected... Starting materials: FC=1C=C2C(=C(/C(/C2=CC1)=C/C1=CC=C(C=C1)S(=O)C)C)CCN(C(=O)N)O ((Z)-N-{2-[5-Fluoro-2-methyl-1-(4-methylsulfinyl-benzylidene)inden-3-yl]ethyl}-N-hydroxy urea), ClC=1C=C(C(=O)OO)C=CC1 (m-chloroperoxy benzoic acid), CCOCC (ether), [OH-].[Ca+2].[OH-] (calcium hydroxide). Run in C(Cl)Cl (methylene chloride), C(Cl)Cl (methylene chloride). Conditions: time 1 hour. Product: FC=1C=C2C(=C(/C(/C2=CC1)=C/C1=CC=C(C=C1)S(=O)(=O)C)C)CC(=O)OC (Methyl (Z)-5-fluoro-2-methyl-1-(4-methylsulfonylbenzylidene)inden-3-ylacetate). As a reaction SMILES: [F:1][C:2]1[CH:3]=[C:4]2[C:8](=[CH:9][CH:10]=1)/[C:7](=[CH:11]\[C:12]1[CH:17]=[CH:16][C:15]([S:18]([CH3:20])=[O:19])=[CH:14][CH:13]=1)/[C:6]([CH3:21])=[C:5]2[CH2:22][CH2:23]N(O)C(N)=O.ClC1C=C(C=CC=1)[C:33](OO)=[O:34].[OH-:40].[Ca+2].[OH-:42].CCOCC>C(Cl)Cl>[F:1][C:2]1[CH:3]=[C:4]2[C:8](=[CH:9][CH:10]=1)/[C:7](=[CH:11]\[C:12]1[CH:17]=[CH:16][C:15]([S:18]([CH3:20])(=[O:40])=[O:19])=[CH:14][CH:13]=1)/[C:6]([CH3:21])=[C:5]2[CH2:22][C:23]([O:34][CH3:33])=[O:42] |f:2.3.4|. Reported procedure: To a solution of methyl (Z)-5-fluoro-2-methyl-1-(4-methylsulfinyl benzylidene)inden-3-yl acetate from Example 7 (3.7 g, 10 mmol) in methylene chloride (100 mL) there was added 85% m-chloroperoxy benzoic acid (2.54 g, 12.5 mmol) and the mixture was stirred at room temperature for 1 hour. There was added more methylene chloride (100 mL) then calcium hydroxide (5.5 g) and after 10 minutes, the suspension was filtered. The residue obtained by evaporation of the filtrate was stirred with ether (100 m...